From a dataset of the Open Reaction Database (ORD), a public repository of structured organic reaction records. describe an organic reaction: reactants, conditions, products, and yield Starting materials: [N+](=O)([O-])C=1C=C2C3(C(N(C2=CC1)CCCCC)=O)CC3 (5′-Nitro-1′-pentyl-spiro[cyclopropane-1,3′-indoline]-2′-one), O (H2O). Solvent: CCOC(=O)C (EtOAc), Cl[Sn]Cl (SnCl2). Yields the product NC=1C=C2C3(C(N(C2=CC1)CCCCC)=O)CC3 (5′-Amino-1′-pentyl-spiro[cyclopropane-1,3′-indoline]-2′-one). Isolated yield 11.1%. RXN SMILES: [N+:1]([C:4]1[CH:5]=[C:6]2[C:10](=[CH:11][CH:12]=1)[N:9]([CH2:13][CH2:14][CH2:15][CH2:16][CH3:17])[C:8](=[O:18])[C:7]12[CH2:20][CH2:19]1)([O-])=O.O>CCOC(C)=O.Cl[Sn]Cl>[NH2:1][C:4]1[CH:5]=[C:6]2[C:10](=[CH:11][CH:12]=1)[N:9]([CH2:13][CH2:14][CH2:15][CH2:16][CH3:17])[C:8](=[O:18])[C:7]12[CH2:20][CH2:19]1. Reported procedure: 5′-Nitro-1′-pentyl-spiro[cyclopropane-1,3′-indoline]-2′-one (29.3 g) is dissolved in EtOAc (266 ml) and SnCl2.2 H2O (96.0 g; 427 mmol) is added. The reaction mixture is refluxed overnight, cooled and filtered over Al2O3. After an aqueous work-up of the filtrate the compound (2.9 g) is obtained. The reactants are BrC=1C(=NC=C(C1)C(NC1=CC=C(C=C1)OC(F)(F)F)=O)N1C[C@H](CC1)N(C(OC(C)(C)C)=O)C ((5)-tert-butyl (1-(3-bromo-5-((4-(trifluoromethoxy)phenyl)carbamoyl)pyridin-2-yl)pyrrolidin-3-yl)(methyl)carbamate), N1=CN=CC(=C1)B(O)O (pyrimidin-5-ylboronic acid). Yields the product CN[C@@H]1CN(CC1)C1=NC=C(C(=O)NC2=CC=C(C=C2)OC(F)(F)F)C=C1C=1C=NC=NC1 ((S)-6-(3-(Methylamino)pyrrolidin-1-yl)-5-(pyrimidin-5-yl)-N-(4-(trifluoromethoxy)phenyl)nicotinamide). As a reaction SMILES: Br[C:2]1[C:3]([N:22]2[CH2:26][CH2:25][C@H:24]([N:27]([CH3:35])C(=O)OC(C)(C)C)[CH2:23]2)=[N:4][CH:5]=[C:6]([C:8](=[O:21])[NH:9][C:10]2[CH:15]=[CH:14][C:13]([O:16][C:17]([F:20])([F:19])[F:18])=[CH:12][CH:11]=2)[CH:7]=1.[N:36]1[CH:41]=[C:40](B(O)O)[CH:39]=[N:38][CH:37]=1>>[CH3:35][NH:27][C@H:24]1[CH2:25][CH2:26][N:22]([C:3]2[C:2]([C:40]3[CH:41]=[N:36][CH:37]=[N:38][CH:39]=3)=[CH:7][C:6]([C:8]([NH:9][C:10]3[CH:15]=[CH:14][C:13]([O:16][C:17]([F:20])([F:19])[F:18])=[CH:12][CH:11]=3)=[O:21])=[CH:5][N:4]=2)[CH2:23]1. Reported procedure: The title compound was prepared in an analogous fashion to that described in Example 93 using (5)-tert-butyl (1-(3-bromo-5-((4-(trifluoromethoxy)phenyl)carbamoyl)pyridin-2-yl)pyrrolidin-3-yl)(methyl)carbamate (Stage 102.1) and pyrimidin-5-ylboronic acid. LC-MS (Condition 6) tR=0.89 min, m/z=459.0 [M+H]+.